From a dataset of the Open Reaction Database (ORD), a public repository of structured organic reaction records. describe an organic reaction: reactants, conditions, products, and yield The reactants are ClCCl, O=C(O)CC1(O)CCc2ccc(F)cc21, O=C(O)C(F)(F)F. Product: O=C(O)C=C1CCc2ccc(F)cc21. RXN SMILES: [Cl:23][CH2:24][Cl:25].[F:8][c:9]1[cH:10][cH:11][c:12]2[c:16]([cH:17]1)[C:15]([OH:18])([CH2:19][C:20](=[O:21])[OH:22])[CH2:14][CH2:13]2.[OH:1][C:2]([C:3]([F:4])([F:5])[F:6])=[O:7]>>[F:8][c:9]1[cH:10][cH:11][c:12]2[c:16]([cH:17]1)[C:15](=[CH:19][C:20](=[O:21])[OH:22])[CH2:14][CH2:13]2. Reactants: Cl (hydrochloric acid), [OH-].[Na+] (sodium hydroxide), S(O)(O)(=O)=O (sulfuric acid), compound VII, OC(CN1C(SCC1)=N)C1=CC=CC=C1.CC=1C=CC(=CC1)S(=O)(=O)O (3-(β-hydroxyphenethyl)-2-iminothiazolidine p-toluene sulfonate), [Cl-].[Na+] (sodium chloride), C([O-])([O-])=O.[K+].[K+] (potassium carbonate). The solvent is O (water), O (water), C1(=CC=CC=C1)C (toluene). Run at temperature 50 celsius. Yields the product C1CSC2=NC(CN21)C3=CC=CC=C3.Cl (dl tetramisole hydrochloride). The yield is 92.5%. RXN SMILES: [ClH:1].O[CH:3]([C:11]1[CH:16]=[CH:15][CH:14]=[CH:13][CH:12]=1)[CH2:4][N:5]1[CH2:9][CH2:8][S:7][C:6]1=[NH:10].CC1C=CC(S(O)(=O)=O)=CC=1.[Cl-].[Na+].S(=O)(=O)(O)O.[OH-].[Na+].C(=O)([O-])[O-].[K+].[K+]>O.C1(C)C=CC=CC=1>[CH2:9]1[N:5]2[C:6](=[N:10][CH:3]([C:11]3[CH:16]=[CH:15][CH:14]=[CH:13][CH:12]=3)[CH2:4]2)[S:7][CH2:8]1.[ClH:1] |f:1.2,3.4,6.7,8.9.10,13.14|. Reported procedure: A laboratory pressure bottle is charged with 92 ml. of 37% hydrochloric acid, cooled to 0°-5° C., and a mixture consisting of 79.0 g. (0.2 mole) of dl-3-(β-hydroxyphenethyl)-2-iminothiazolidine-p-toluene sulfonate and 40.4 g. (0.69 mole) of sodium chloride is added. The mixture is cooled to 0°-5° C., and 89.2 g. of 97% sulfuric acid (0.875 mole) is added. The pressure bottle is closed, and the contents heated at 50° C. for 20 hours. The reaction mixture is cooled and added to a mixture of 200 ml... Reactants: D1, FC1=CC=C(C=O)C=C1 (4-fluorobenzaldehyde), ClC1=C(C=C(C=C1)O)C(F)(F)F (4-Chloro-3-(trifluoromethyl)phenol). Procedure details: The title compound was prepared by a procedure similar to that described for D1 starting from 4-fluorobenzaldehyde and 4-Chloro-3-(trifluoromethyl)phenol. LC-MS (ESI): m/z 301 [M+H]+; 3.76 min (ret time). Yields the product ClC1=C(C=C(C=C1)OC1=CC=C(C=O)C=C1)C(F)(F)F (4-{[4-Chloro-3-(trifluoromethyl)phenyl]oxy}benzaldehyde). As a reaction SMILES: F[C:2]1[CH:9]=[CH:8][C:5]([CH:6]=[O:7])=[CH:4][CH:3]=1.[Cl:10][C:11]1[CH:16]=[CH:15][C:14]([OH:17])=[CH:13][C:12]=1[C:18]([F:21])([F:20])[F:19]>>[Cl:10][C:11]1[CH:16]=[CH:15][C:14]([O:17][C:2]2[CH:9]=[CH:8][C:5]([CH:6]=[O:7])=[CH:4][CH:3]=2)=[CH:13][C:12]=1[C:18]([F:19])([F:20])[F:21]. Reaction SMILES: [C:1]([O:6][CH2:7][CH:8]1[O:10][CH2:9]1)(=[O:5])[C:2]([CH3:4])=[CH2:3].[C:11]([O:16][CH2:17][C:18]1[CH:23]=[CH:22][CH:21]=[CH:20][CH:19]=1)(=[O:15])[C:12]([CH3:14])=[CH2:13].C(C(C)=O)C(C)C.N(C(C)(CC)C([O-])=O)=NC(C)(CC)C([O-])=O>CCCCCCC>[C:1]([O:6][CH:7]([CH3:11])[CH2:8][O:10][CH3:9])(=[O:5])[CH3:2].[C:1]([O:6][CH2:7][CH:8]1[O:10][CH2:9]1)(=[O:5])[C:2]([CH3:4])=[CH2:3].[C:11]([O:16][CH2:17][C:18]1[CH:19]=[CH:20][CH:21]=[CH:22][CH:23]=1)(=[O:15])[C:12]([CH3:14])=[CH2:13] |f:6.7|. Procedure: A 500 ml three-necked flask was charged with 51.2 g (0.36 mol) of glycidyl methacrylate, 42.3 g (0.24 mol) of benzyl methacrylate and 300 ml of methyl isobutyl ketone. A catalytic amount of 2,2′-azobis(methyl 2-methylpropionate) as a radical polymerization initiator was added to the mixture, and polymerization was performed in a nitrogen stream at 80° C. for six hours. The obtained reaction liquid was cooled, and poured in a large volume of heptane, thereby precipitating a polymer. The polymer c... The product is C(C)(=O)OC(COC)C (propylene glycol monomethyl ether acetate), C(C(=C)C)(=O)OCC1CO1.C(C(=C)C)(=O)OCC1=CC=CC=C1 (glycidyl methacrylate benzyl methacrylate). Conditions: time 6 hour. Solvent: CCCCCCC (heptane). Reactants: C(C(=C)C)(=O)OCC1CO1 (glycidyl methacrylate), C(C(=C)C)(=O)OCC1=CC=CC=C1 (benzyl methacrylate), C(C(C)C)C(=O)C (methyl isobutyl ketone), N(=NC(C(=O)[O-])(CC)C)C(C(=O)[O-])(CC)C (2,2′-azobis(methyl 2-methylpropionate)). Reactants: CC(=O)CCl, Sc1ccc(Cl)cc1, [Na+], [OH-], O. The product is CC(=O)CSc1ccc(Cl)cc1. As a reaction SMILES: [CH3:1][C:2](=[O:3])[CH2:4][Cl:5].[Cl:6][c:7]1[cH:8][cH:9][c:10]([SH:13])[cH:11][cH:12]1.[Na+:15].[OH-:14].[OH2:16]>>[CH3:1][C:2](=[O:3])[CH2:4][S:13][c:10]1[cH:9][cH:8][c:7]([Cl:6])[cH:12][cH:11]1. Reactants: CCOC(C)=O, CCSC1=NC(N=[N+]=[N-])C(=O)N(C)c2ccccc21, C1CCOC1, O. Yields the product CCSC1=NC(N)C(=O)N(C)c2ccccc21. As a reaction SMILES: [CH3:26][CH2:27][O:28][C:29](=[O:30])[CH3:31].[N:1](=[N+:2]=[N-:3])[CH:4]1[C:5](=[O:19])[N:6]([CH3:18])[c:7]2[c:8]([cH:14][cH:15][cH:16][cH:17]2)[C:9]([S:11][CH2:12][CH3:13])=[N:10]1.[O:21]1[CH2:22][CH2:23][CH2:24][CH2:25]1.[OH2:20]>>[NH2:1][CH:4]1[C:5](=[O:19])[N:6]([CH3:18])[c:7]2[c:8]([cH:14][cH:15][cH:16][cH:17]2)[C:9]([S:11][CH2:12][CH3:13])=[N:10]1. Starting materials: O=C([O-])[O-], CC#N, CC(CO[Si](C)(C)C(C)(C)C)Oc1cc(O)cc(C(=O)Nc2nccs2)c1, [K+], [K+], O=C(c1ccc(Cl)nc1)N1CCC1. The product is CC(CO[Si](C)(C)C(C)(C)C)Oc1cc(Oc2ccc(C(=O)N3CCC3)cn2)cc(C(=O)Nc2nccs2)c1. RXN SMILES: [C:1](=[O:2])([O-:3])[O-:4].[CH3:47][C:48]#[N:49].[CH3:7][C:8]([CH3:9])([CH3:10])[Si:11]([O:12][CH2:13][CH:14]([CH3:15])[O:16][c:17]1[cH:18][c:19]([C:20](=[O:21])[NH:22][c:23]2[s:24][cH:25][cH:26][n:27]2)[cH:28][c:29]([OH:31])[cH:30]1)([CH3:32])[CH3:33].[K+:5].[K+:6].[N:34]1([C:38](=[O:39])[c:40]2[cH:41][cH:42][c:43]([Cl:46])[n:44][cH:45]2)[CH2:35][CH2:36][CH2:37]1>>[CH3:7][C:8]([CH3:9])([CH3:10])[Si:11]([O:12][CH2:13][CH:14]([CH3:15])[O:16][c:17]1[cH:18][c:19]([C:20](=[O:21])[NH:22][c:23]2[s:24][cH:25][cH:26][n:27]2)[cH:28][c:29]([O:31][c:43]2[cH:42][cH:41][c:40]([C:38]([N:34]3[CH2:35][CH2:36][CH2:37]3)=[O:39])[cH:45][n:44]2)[cH:30]1)([CH3:32])[CH3:33]. Reactants: ClC=1C=C(C(=O)OC2=CC=C(C=C2)[N+](=O)[O-])C=CC1 (4-nitrophenyl 3-chlorobenzoate), C1(CC(C2=CC=CC=C12)=O)=O (indane-1,3-dione), [F-].[K+] (potassium fluoride). Run at temperature 80 celsius, time 7 hour. Product: ClC=1C=C(C(=O)C2C(C3=CC=CC=C3C2=O)=O)C=CC1 (2-(3-Chlorobenzoyl)-1,3-indanedione). Yield: 160.4%. RXN SMILES: [Cl:1][C:2]1[CH:3]=[C:4]([CH:17]=[CH:18][CH:19]=1)[C:5]([O:7]C1C=CC([N+]([O-])=O)=CC=1)=O.[C:20]1(=[O:30])[C:28]2[C:23](=[CH:24][CH:25]=[CH:26][CH:27]=2)[C:22](=[O:29])[CH2:21]1.[F-].[K+]>>[Cl:1][C:2]1[CH:3]=[C:4]([CH:17]=[CH:18][CH:19]=1)[C:5]([CH:21]1[C:20](=[O:30])[C:28]2[C:23](=[CH:24][CH:25]=[CH:26][CH:27]=2)[C:22]1=[O:29])=[O:7] |f:2.3|. Reported procedure: A 25-mL 3-neck round bottom flask was charged with 4-nitrophenyl 3-chlorobenzoate (0.64 g, 2.3 mmol), indane-1,3-dione (0.39 g, 2.7mmol) and (methyl sulfoxide)-d6 (5.0 g). The mixture was heated to 80° C. and potassium fluoride (0.60 g, 10 mmol) was added in a single portion. After stirring at 80° C. for 7 hours, the mixture was cooled, partitioned between diethyl ether-ethyl acetate (1:1, 100 mL) and 1N hydrochloric acid (25 mL). The organic layer was washed with additional portions of 1N hydro...